describe an organic reaction: reactants, conditions, products, and yield From a dataset of the Open Reaction Database (ORD), a public repository of structured organic reaction records. Starting materials: C(C)[SiH](CC)CC (Triethylsilane), [N+](=O)([O-])C1=C2C(=CNC2=CC=C1)C(C(=O)OCC)=O (Ethyl (4-nitro-1H-indol-3-yl)(oxo)acetate). Run in C(=O)(C(F)(F)F)O (TFA). Run at time 3 hour. Product: [N+](=O)([O-])C1=C2C(CNC2=CC=C1)CC(=O)OCC (Ethyl (4-nitro-2,3-dihydro-1H-indol-3-yl)acetate). Reaction SMILES: C([SiH](CC)CC)C.[N+:8]([C:11]1[CH:19]=[CH:18][CH:17]=[C:16]2[C:12]=1[C:13]([C:20](=O)[C:21]([O:23][CH2:24][CH3:25])=[O:22])=[CH:14][NH:15]2)([O-:10])=[O:9]>C(O)(C(F)(F)F)=O>[N+:8]([C:11]1[CH:19]=[CH:18][CH:17]=[C:16]2[C:12]=1[CH:13]([CH2:20][C:21]([O:23][CH2:24][CH3:25])=[O:22])[CH2:14][NH:15]2)([O-:10])=[O:9]. Procedure: Triethylsilane (80 mL, 493 mmol) was added dropwise to a solution of ethyl (4-nitro-1H-indol-3-yl)(oxo)acetate from Step A (6.46 g, 24.6 mmol) in TFA (100 mL). After 3 h, the reaction mixture was concentrated in vacuo and the residue was purified by silica gel chromatography, eluting with a gradient of CH2Cl2:MeOH—100:0 to 99:1, to give the racemic product. The enantiomers were resolved by HPLC, utilizing a Chiralcel OD column and eluting with hexane:i-PrOH—70:30. The first major peak to elute w... Yields the product COC(=O)c1ccc(CNS(C)(=O)=O)cc1N. Reactants: COC(=O)c1ccc(CNS(C)(=O)=O)cc1[N+](=O)[O-], CO, Cl, [H][H]. RXN SMILES: [CH3:1][S:2](=[O:3])(=[O:4])[NH:5][CH2:6][c:7]1[cH:8][c:9]([N+:17]([O-:18])=[O:19])[c:10]([C:11](=[O:12])[O:13][CH3:14])[cH:15][cH:16]1.[CH3:23][OH:24].[ClH:20].[H:21][H:22]>>[CH3:1][S:2](=[O:3])(=[O:4])[NH:5][CH2:6][c:7]1[cH:8][c:9]([NH2:17])[c:10]([C:11](=[O:12])[O:13][CH3:14])[cH:15][cH:16]1. The reactants are FC1=CC=C(C=C1)C(C(CC(C(C)C)=O)C1=CC=CC=C1)=O (1-(4-fluorophenyl)-5-methyl-2-phenyl-1,4-hexanedione), NCC[C@@H]1C[C@@H](OC2(O1)CCCCC2)CC(=O)OC(C)(C)C2=CC=CC=C2 (2-phenylpropan-2-yl 2-((2R,4R)-4-(2-aminoethyl)-1,5-dioxaspiro[5.5]undecan-2-yl)acetate). Product: FC1=CC=C(C=C1)C=1N(C(=CC1C1=CC=CC=C1)C(C)C)CC[C@@H]1C[C@@H](OC2(O1)CCCCC2)CC(=O)OC(C)(C)C2=CC=CC=C2 (2-phenylpropan-2-yl 2-((2R,4R)-4-(2-(2-(4-fluorophenyl)-5-isopropyl-3-phenyl-1H-pyrrol-1-yl)ethyl)-1,5-dioxaspiro[5.5]undecan-2-yl)acetate). As a reaction SMILES: [F:1][C:2]1[CH:7]=[CH:6][C:5]([C:8](=O)[CH:9]([C:16]2[CH:21]=[CH:20][CH:19]=[CH:18][CH:17]=2)[CH2:10][C:11](=O)[CH:12]([CH3:14])[CH3:13])=[CH:4][CH:3]=1.[NH2:23][CH2:24][CH2:25][C@H:26]1[O:31][C:30]2([CH2:36][CH2:35][CH2:34][CH2:33][CH2:32]2)[O:29][C@@H:28]([CH2:37][C:38]([O:40][C:41]([C:44]2[CH:49]=[CH:48][CH:47]=[CH:46][CH:45]=2)([CH3:43])[CH3:42])=[O:39])[CH2:27]1>>[F:1][C:2]1[CH:7]=[CH:6][C:5]([C:8]2[N:23]([CH2:24][CH2:25][C@H:26]3[O:31][C:30]4([CH2:36][CH2:35][CH2:34][CH2:33][CH2:32]4)[O:29][C@@H:28]([CH2:37][C:38]([O:40][C:41]([C:44]4[CH:45]=[CH:46][CH:47]=[CH:48][CH:49]=4)([CH3:43])[CH3:42])=[O:39])[CH2:27]3)[C:11]([CH:12]([CH3:14])[CH3:13])=[CH:10][C:9]=2[C:16]2[CH:21]=[CH:20][CH:19]=[CH:18][CH:17]=2)=[CH:4][CH:3]=1. Reported procedure: According to the same method as in Example 4-1, the title compound was synthesized using 1-(4-fluorophenyl)-5-methyl-2-phenyl-1,4-hexanedione and 2-phenylpropan-2-yl 2-((2R,4R)-4-(2-aminoethyl)-1,5-dioxaspiro[5.5]undecan-2-yl)acetate. Reactants: solution, C(CCC)[Li] (n-butyl-lithium), C(C(=O)OCC)(=O)OCC (diethyl oxalate), BrC1=C(C=CC=C1)OC (1-bromo-2-methoxybenzene), [NH4+].[Cl-] (NH4Cl). Run in CCCCC (pentane), CCOCC (ether). Run at time 45 minute. Yields the product COC1=C(C=CC=C1)C(C(=O)OCC)=O (Ethyl 2-(2-methoxyphenyl)-2-oxoacetate). RXN SMILES: Br[C:2]1[CH:7]=[CH:6][CH:5]=[CH:4][C:3]=1[O:8][CH3:9].C([Li])CCC.[C:15](OCC)(=[O:21])[C:16]([O:18][CH2:19][CH3:20])=[O:17].[NH4+].[Cl-]>CCOCC.CCCCC>[CH3:9][O:8][C:3]1[CH:4]=[CH:5][CH:6]=[CH:7][C:2]=1[C:15](=[O:21])[C:16]([O:18][CH2:19][CH3:20])=[O:17] |f:3.4|. Procedure: A solution of 27 g of 1-bromo-2-methoxybenzene in 270 ml of ether is cooled to −70° C. under an argon atmosphere, 90 ml of a 1.6 M solution of n-butyl-lithium in pentane are added dropwise and the mixture is then left stirring for 45 minutes. 78 ml of diethyl oxalate are added rapidly and the mixture is left stirring, while allowing the temperature to return to RT. After stirring for 1 hour at RT, saturated NH4Cl solution is added to the mixture, the phases are separated after settling has taken... Starting materials: C1CCOC1 (THF), O(C1=CC=CC=C1)CC1=CC=C(C=C1)O (4-phenoxymethylphenol), Cl.ClCC1=NC2=CC=CC=C2C=C1 (2-chloromethylquinoline hydrochloride), [OH-].[Na+] (NaOH). Run in CN(C)C=O (DMF). Product: O(C1=CC=CC=C1)CC1=CC=C(OCC2=NC3=CC=CC=C3C=C2)C=C1 (2-(4-(Phenoxymethyl)phenoxymethyl)quinoline). Isolated yield 23.4%. As a reaction SMILES: [O:1]([CH2:8][C:9]1[CH:14]=[CH:13][C:12]([OH:15])=[CH:11][CH:10]=1)[C:2]1[CH:7]=[CH:6][CH:5]=[CH:4][CH:3]=1.Cl.Cl[CH2:18][C:19]1[CH:28]=[CH:27][C:26]2[C:21](=[CH:22][CH:23]=[CH:24][CH:25]=2)[N:20]=1.[OH-].[Na+].C1COCC1>CN(C=O)C>[O:1]([CH2:8][C:9]1[CH:10]=[CH:11][C:12]([O:15][CH2:18][C:19]2[CH:28]=[CH:27][C:26]3[C:21](=[CH:22][CH:23]=[CH:24][CH:25]=3)[N:20]=2)=[CH:13][CH:14]=1)[C:2]1[CH:7]=[CH:6][CH:5]=[CH:4][CH:3]=1 |f:1.2,3.4|. Reported procedure: A mixture of 5.0 g (0.025 mol) 4-phenoxymethylphenol, 5.35 g (0.025 mol) 2-chloromethylquinoline hydrochloride and 30 ml (2N, NaOH) in 50 ml DMF and 100 ml THF was stirred at 60° C. bath temperature for a period of 3 hours. The reaction mixture was poured into wast and extracted with ether. The ether extract was washed with water, dried and concentrated to dryness to obtain solid. Recrystallization from acetonitrile yielded (2.0 g) product, m.p. 100°-111° C.